describe an organic reaction: reactants, conditions, products, and yield From a dataset of the Open Reaction Database (ORD), a public repository of structured organic reaction records. The reactants are Cc1ccccc1, CC(C)(C)[O-], CC(C)c1cc(C(C)C)c(-c2ccccc2P(C2CCCCC2)C2CCCCC2)c(C(C)C)c1, CC(=O)c1cc(Cl)nc(NC(C)c2ccc(F)cc2)c1, Nc1cnccn1, [Na+], O=C(C=Cc1ccccc1)C=Cc1ccccc1, O=C(C=Cc1ccccc1)C=Cc1ccccc1, O=C(C=Cc1ccccc1)C=Cc1ccccc1, [Pd], [Pd]. RXN SMILES: [CH3:124][c:125]1[cH:126][cH:127][cH:128][cH:129][cH:130]1.[CH3:62][C:63]([CH3:64])([O-:65])[CH3:66].[CH:28]1([P:29]([CH:30]2[CH2:31][CH2:32][CH2:33][CH2:34][CH2:35]2)[c:36]2[cH:37][cH:38][cH:39][cH:40][c:41]2-[c:42]2[c:43]([CH:44]([CH3:45])[CH3:46])[cH:47][c:48]([CH:49]([CH3:50])[CH3:51])[cH:52][c:53]2[CH:54]([CH3:55])[CH3:56])[CH2:57][CH2:58][CH2:59][CH2:60][CH2:61]1.[Cl:1][c:2]1[n:3][c:4]([NH:11][CH:12]([CH3:13])[c:14]2[cH:15][cH:16][c:17]([F:20])[cH:18][cH:19]2)[cH:5][c:6]([C:8]([CH3:9])=[O:10])[cH:7]1.[NH2:21][c:22]1[n:23][cH:24][cH:25][n:26][cH:27]1.[Na+:67].[O:106]=[C:107]([CH:108]=[CH:109][c:110]1[cH:111][cH:112][cH:113][cH:114][cH:115]1)[CH:116]=[CH:117][c:118]1[cH:119][cH:120][cH:121][cH:122][cH:123]1.[O:70]=[C:71]([CH:72]=[CH:73][c:74]1[cH:75][cH:76][cH:77][cH:78][cH:79]1)[CH:80]=[CH:81][c:82]1[cH:83][cH:84][cH:85][cH:86][cH:87]1.[O:88]=[C:89]([CH:90]=[CH:91][c:92]1[cH:93][cH:94][cH:95][cH:96][cH:97]1)[CH:98]=[CH:99][c:100]1[cH:101][cH:102][cH:103][cH:104][cH:105]1.[Pd:68].[Pd:69]>>[c:2]1([NH:21][c:22]2[n:23][cH:24][cH:25][n:26][cH:27]2)[n:3][c:4]([NH:11][CH:12]([CH3:13])[c:14]2[cH:15][cH:16][c:17]([F:20])[cH:18][cH:19]2)[cH:5][c:6]([C:8]([CH3:9])=[O:10])[cH:7]1. Yields the product CC(=O)c1cc(Nc2cnccn2)nc(NC(C)c2ccc(F)cc2)c1. Reactants: C(#C)C=1C=C(C=CC1)NC1=NC=NC2=CC=C(C=C12)I ((3-Ethynyl-phenyl)-(6-iodo-quinazolin-4-yl)-amine), C(#C)C1=NC=CC=C1 (2-ethynyl-pyridine), C(C)NCC (diethyl amine). Solvent: CN(C)C=O (DMF). Yields the product C(#C)C=1C=C(C=CC1)NC1=NC=NC2=CC=C(C=C12)C#CC1=NC=CC=C1 ((3-Ethynyl-phenyl)-(6-pyridin-2-ylethynyl-quinazolin-4-yl)-amine). Reaction SMILES: [C:1]([C:3]1[CH:4]=[C:5]([NH:9][C:10]2[C:19]3[C:14](=[CH:15][CH:16]=[C:17](I)[CH:18]=3)[N:13]=[CH:12][N:11]=2)[CH:6]=[CH:7][CH:8]=1)#[CH:2].[C:21]([C:23]1[CH:28]=[CH:27][CH:26]=[CH:25][N:24]=1)#[CH:22].C(NCC)C>CN(C=O)C>[C:1]([C:3]1[CH:4]=[C:5]([NH:9][C:10]2[C:19]3[C:14](=[CH:15][CH:16]=[C:17]([C:22]#[C:21][C:23]4[CH:28]=[CH:27][CH:26]=[CH:25][N:24]=4)[CH:18]=3)[N:13]=[CH:12][N:11]=2)[CH:6]=[CH:7][CH:8]=1)#[CH:2]. Procedure: The title compound was synthesized according to the method of Example 2 using (3-Ethynyl-phenyl)-(6-iodo-quinazolin-4-yl)-amine (125 mg, 0.506 mmol), 2-ethynyl-pyridine (66 mg, 0.505 mmol) and diethyl amine (72 mg, 0.99 mmol) in 2 mL, of DMF.